This data is from the Open Reaction Database (ORD), a public repository of structured organic reaction records. The task is: describe an organic reaction: reactants, conditions, products, and yield Reactants: O=C(CBr)Oc1ccccc1, CC(O)C(=O)[O-], C[N+](C)(C)C, CN(C)C=O. The product is CC(O)C(=O)OCC(=O)Oc1ccccc1. As a reaction SMILES: [Br:1][CH2:2][C:3](=[O:4])[O:5][c:6]1[cH:7][cH:8][cH:9][cH:10][cH:11]1.[C:12]([CH:13]([OH:14])[CH3:15])(=[O:16])[O-:17].[CH3:18][N+:19]([CH3:20])([CH3:21])[CH3:22].[CH3:23][N:24]([CH3:25])[CH:26]=[O:27]>>[CH2:2]([C:3](=[O:4])[O:5][c:6]1[cH:7][cH:8][cH:9][cH:10][cH:11]1)[O:17][C:12]([CH:13]([OH:14])[CH3:15])=[O:16]. The reactants are FC(C=1C=C(C(=O)N2[C@@H](CN(CC2)CCCOS(=O)(=O)C)CC2=CNC3=CC=CC=C23)C=C(C1)C(F)(F)F)(F)F ((2R)-1-[3,5-bis(trifluoromethyl)benzoyl]-2-(1H-indol-3-ylmethyl)-4-(3-methylsulfonyloxypropyl) piperazine), C1NCCC2=CC=CC=C12 (1,2,3,4-tetrahydroisoquinoline). The solvent is CO (methanol). Run at time 1.5 hour. The product is FC(C=1C=C(C(=O)N2[C@@H](CN(CC2)CCCN2CC3=CC=CC=C3CC2)CC2=CNC3=CC=CC=C23)C=C(C1)C(F)(F)F)(F)F ((2R)-1-[3,5-bis(trifluoromethyl)-benzoyl]-2-(1H-indol-3-ylmethyl)-4-[3-[1,2,3,4-tetrahydroisoquinolin-2-yl]propyl]piperazine). Isolated yield 78.6%. RXN SMILES: [F:1][C:2]([F:40])([F:39])[C:3]1[CH:4]=[C:5]([CH:32]=[C:33]([C:35]([F:38])([F:37])[F:36])[CH:34]=1)[C:6]([N:8]1[CH2:13][CH2:12][N:11]([CH2:14][CH2:15][CH2:16]OS(C)(=O)=O)[CH2:10][C@H:9]1[CH2:22][C:23]1[C:31]2[C:26](=[CH:27][CH:28]=[CH:29][CH:30]=2)[NH:25][CH:24]=1)=[O:7].[CH2:41]1[C:50]2[C:45](=[CH:46][CH:47]=[CH:48][CH:49]=2)[CH2:44][CH2:43][NH:42]1>CO>[F:39][C:2]([F:40])([F:1])[C:3]1[CH:4]=[C:5]([CH:32]=[C:33]([C:35]([F:36])([F:37])[F:38])[CH:34]=1)[C:6]([N:8]1[CH2:13][CH2:12][N:11]([CH2:14][CH2:15][CH2:16][N:42]2[CH2:43][CH2:44][C:45]3[C:50](=[CH:49][CH:48]=[CH:47][CH:46]=3)[CH2:41]2)[CH2:10][C@H:9]1[CH2:22][C:23]1[C:31]2[C:26](=[CH:27][CH:28]=[CH:29][CH:30]=2)[NH:25][CH:24]=1)=[O:7]. Procedure details: A mixture of (2R)-1-[3,5-bis(trifluoromethyl)benzoyl]-2-(1H-indol-3-ylmethyl)-4-(3-methylsulfonyloxypropyl) piperazine (200 mg) and 1,2,3,4-tetrahydroisoquinoline (90 mg) in methanol (3 ml) was stirred for 1.5 hours at reflux temperature. The reaction mixture was evaporated under reduced pressure and the residue was purified by column chromatography on silica gel using ethyl acetate-methanol (10:1) as an eluent to give (2R)-1-[3,5-bis(trifluoromethyl)-benzoyl]-2-(1H-indol-3-ylmethyl)-4-[3-[1,2,3... Reactants: C1CCOC1, COC(=O)CCCCc1ccc2c(n1)NCCC2, COP(C)(=O)OC, [Li]CCCC. Yields the product COP(=O)(CC(=O)CCCCc1ccc2c(n1)NCCC2)OC. RXN SMILES: [CH2:31]1[O:32][CH2:33][CH2:34][CH2:35]1.[CH3:13][O:14][C:15]([CH2:16][CH2:17][CH2:18][CH2:19][c:20]1[n:21][c:22]2[c:27]([cH:28][cH:29]1)[CH2:26][CH2:25][CH2:24][NH:23]2)=[O:30].[CH3:1][P:2]([O:3][CH3:4])([O:5][CH3:6])=[O:7].[CH3:8][CH2:9][CH2:10][CH2:11][Li:12]>>[CH2:1]([P:2]([O:3][CH3:4])([O:5][CH3:6])=[O:7])[C:15](=[O:14])[CH2:16][CH2:17][CH2:18][CH2:19][c:20]1[n:21][c:22]2[c:27]([cH:28][cH:29]1)[CH2:26][CH2:25][CH2:24][NH:23]2. Starting materials: [Si](C)(C)(C(C)(C)C)C=1N(C(=CN1)CCCCCl)S(N(C)C)(=O)=O (2-(t-butyldimethylsilyl)-5-(4-chlorobutyl)-1-(dimethylsulphamoyl)imidazole), C(C)(=O)C=1C=C(C=CC1)O (3-ethanoylphenol), [H-].[Na+] (sodium hydride), C(C)(=O)OCC.CO (ethyl acetate methanol). The reagents and catalysts are [I-].C(CCC)[N+](CCCC)(CCCC)CCCC (tetrabutylammonium iodide). Solvent: C(C)OCC (diethyl ether), CN(C)C=O (DMF). Reaction conditions: temperature 5 celsius, time 10 minute. The product is CN(S(=O)(=O)N1C=NC=C1CCCCOC1=CC(=CC=C1)C(C)=O)C (1-(N,N-dimethyl-sulphamoyl)-5-[4(3-ethanoylphenoxy)butyl]imidazole). RXN SMILES: [C:1]([C:4]1[CH:5]=[C:6]([OH:10])[CH:7]=[CH:8][CH:9]=1)(=[O:3])[CH3:2].[H-].[Na+].[Si]([C:20]1[N:21]([S:30](=[O:35])(=[O:34])[N:31]([CH3:33])[CH3:32])[C:22]([CH2:25][CH2:26][CH2:27][CH2:28]Cl)=[CH:23][N:24]=1)(C(C)(C)C)(C)C.C(OCC)(=O)C.CO>CN(C=O)C.[I-].C([N+](CCCC)(CCCC)CCCC)CCC.C(OCC)C>[CH3:32][N:31]([CH3:33])[S:30]([N:21]1[C:22]([CH2:25][CH2:26][CH2:27][CH2:28][O:10][C:6]2[CH:7]=[CH:8][CH:9]=[C:4]([C:1](=[O:3])[CH3:2])[CH:5]=2)=[CH:23][N:24]=[CH:20]1)(=[O:34])=[O:35] |f:1.2,4.5,7.8|. Procedure: 2.87 g of 3-ethanoylphenol (21 mmol) in anhydrous DMF (30 ml) is cooled to 5° C. (ice bath) under an argon atmosphere, and 0.37 g of sodium hydride (60% suspension in mineral oil; 9.25 mmol) are then added. The mixture is stirred at 5° C. for 10 minutes and then at 20° C. for 2 hours. 0.70 g of 2-(t-butyldimethylsilyl)-5-(4-chlorobutyl)-1-(dimethylsulphamoyl)imidazole (1.85 mmol) (synthesized as described by R. C. Vollinga, W. M. P. B. Menge and H. Timmerman, Rec., Trav., Chem. Pays-Bas, 1993, 1... The reactants are ClCCCCOC1=CC=CC=2C(OC(NC21)=O)(C)C (8-(4-chlorobutoxy)-4,4-dimethyl-4H-3,1-benzoxazin-2-one), C1(=CC=CC=C1)S (thiophenol). Yields the product C1(=CC=CC=C1)SCCCCOC1=CC=CC=2C(OC(NC21)=O)(C)C (8-(4-Phenylmercapto-butoxy)-4,4-dimethyl-4H-3,1-benzoxazin-2-one). As a reaction SMILES: Cl[CH2:2][CH2:3][CH2:4][CH2:5][O:6][C:7]1[C:16]2[NH:15][C:14](=[O:17])[O:13][C:12]([CH3:19])([CH3:18])[C:11]=2[CH:10]=[CH:9][CH:8]=1.[C:20]1([SH:26])[CH:25]=[CH:24][CH:23]=[CH:22][CH:21]=1>>[C:20]1([S:26][CH2:2][CH2:3][CH2:4][CH2:5][O:6][C:7]2[C:16]3[NH:15][C:14](=[O:17])[O:13][C:12]([CH3:19])([CH3:18])[C:11]=3[CH:10]=[CH:9][CH:8]=2)[CH:25]=[CH:24][CH:23]=[CH:22][CH:21]=1. Procedure details: Prepared analogously to Example 1 from 8-(4-chlorobutoxy)-4,4-dimethyl-4H-3,1-benzoxazin-2-one and thiophenol. Reactants: CS(C)=O, O=[N+]([O-])c1ccc(Cl)c(F)c1Cl, [Na+], [OH-], O. The product is O=[N+]([O-])c1ccc(Cl)c(F)c1O. As a reaction SMILES: [CH3:16][S:17](=[O:18])[CH3:19].[Cl:1][c:2]1[c:3]([N+:10](=[O:11])[O-:12])[cH:4][cH:5][c:6]([Cl:9])[c:7]1[F:8].[Na+:14].[OH-:13].[OH2:15]>>[c:2]1([OH:13])[c:3]([N+:10](=[O:11])[O-:12])[cH:4][cH:5][c:6]([Cl:9])[c:7]1[F:8]. Reactants: O=C([C@H](CC1=CC=CC=C1)NC(OC(C)(C)C)=O)NC1=CN=C(S1)C1=CC=NC=C1 ((S)-tert-butyl 1-oxo-3-phenyl-1-(2-(pyridin-4-yl)thiazol-5-ylamino)propan-2-ylcarbamate), C(Cl)Cl (DCM), C(=O)(C(F)(F)F)O (TFA). Run at time 3 hour. The product is N[C@H](C(=O)NC1=CN=C(S1)C1=CC=NC=C1)CC1=CC=CC=C1 ((S)-2-Amino-3-phenyl-N-(2-(pyridin-4-yl)thiazol-5-yl)propanamide). Yield: 46.2%. As a reaction SMILES: [O:1]=[C:2]([NH:19][C:20]1[S:24][C:23]([C:25]2[CH:30]=[CH:29][N:28]=[CH:27][CH:26]=2)=[N:22][CH:21]=1)[C@@H:3]([NH:11]C(=O)OC(C)(C)C)[CH2:4][C:5]1[CH:10]=[CH:9][CH:8]=[CH:7][CH:6]=1.C(Cl)Cl.C(O)(C(F)(F)F)=O>>[NH2:11][C@@H:3]([CH2:4][C:5]1[CH:10]=[CH:9][CH:8]=[CH:7][CH:6]=1)[C:2]([NH:19][C:20]1[S:24][C:23]([C:25]2[CH:30]=[CH:29][N:28]=[CH:27][CH:26]=2)=[N:22][CH:21]=1)=[O:1]. Procedure details: To a solution of (S)-tert-butyl 1-oxo-3-phenyl-1-(2-(pyridin-4-yl)thiazol-5-ylamino)propan-2-ylcarbamate (0.448 g, 1.1 mmol) in DCM (10 ml, 155 mmol) was added TFA (3.00 ml, 39 mmol). The resulting mixture was allowed to stir at rt for 3 hours. Upon completion, the mixture was concentrated and the residue was purified by HPLC to give 165 mg of (S)-2-amino-3-phenyl-N-(2-(pyridin-4-yl)thiazol-5-yl)propanamide 5.3E. 400 MHz 1H NMR (CD3OD) δ: 8.80 (d, J=8.0 Hz, 2H), 8.40 (d, J=8.0 Hz, 2H), 7.84 (s, ... The reactants are [H-].C(C(C)C)[Al+]CC(C)C (diisobutylaluminium hydride), C(C1=CC=CC=C1)(C1=CC=CC=C1)(C1=CC=CC=C1)N1C=NC(=C1)CCC(=O)OC (methyl 3-(1-tritylimidazol-4-yl)propionate). The solvent is C1(=CC=CC=C1)C (toluene), C(Cl)Cl (methylene chloride). The product is C(C1=CC=CC=C1)(C1=CC=CC=C1)(C1=CC=CC=C1)N1C=NC(=C1)CCC=O (3-(1-tritylimidazol-4-yl)propionaldehyde). Yield: 50.8%. RXN SMILES: [H-].C([Al+]CC(C)C)C(C)C.[C:11]([N:30]1[CH:34]=[C:33]([CH2:35][CH2:36][C:37](OC)=[O:38])[N:32]=[CH:31]1)([C:24]1[CH:29]=[CH:28][CH:27]=[CH:26][CH:25]=1)([C:18]1[CH:23]=[CH:22][CH:21]=[CH:20][CH:19]=1)[C:12]1[CH:17]=[CH:16][CH:15]=[CH:14][CH:13]=1>C1(C)C=CC=CC=1.C(Cl)Cl>[C:11]([N:30]1[CH:34]=[C:33]([CH2:35][CH2:36][CH:37]=[O:38])[N:32]=[CH:31]1)([C:24]1[CH:25]=[CH:26][CH:27]=[CH:28][CH:29]=1)([C:18]1[CH:19]=[CH:20][CH:21]=[CH:22][CH:23]=1)[C:12]1[CH:17]=[CH:16][CH:15]=[CH:14][CH:13]=1 |f:0.1|. Procedure details: A solution of 44.4 mmole of diisobutylaluminium hydride in 29 ml of toluene is added to a solution of 8.79 g of methyl 3-(1-tritylimidazol-4-yl)propionate in 175 ml of methylene chloride at -72° under nitrogen. After 5 min the reaction is quenched by adding 14 ml of methanol followed by 90 ml of water. The reaction mixture is allowed to warm to room temperature and is filtered through celite. The organic phase is separated, dried over sodium sulfate and evaporated to a yellow oil which is chroma... Starting materials: CO (methanol), C[O-].[Na+] (sodium methoxide), ClC1=CC=C(C=C1)O (p-chlorophenol), BrC(C(=O)OC)C1=CC=C(C=C1)OC1=CC=C(C=C1)C#N (methyl α-bromo-α-[p-(p-cyanophenoxy)phenyl]acetate). The solvent is C1=CC=CC=C1 (benzene), O (water). Yields the product ClC1=CC=C(OC(C(=O)OC)C2=CC=C(C=C2)OC2=CC=C(C=C2)C#N)C=C1 (Methyl α-(p-chlorophenoxy)-α-[p-(p-cyanophenoxy)phenyl]acetate). Reaction SMILES: CO.C[O-].[Na+].[Cl:6][C:7]1[CH:12]=[CH:11][C:10]([OH:13])=[CH:9][CH:8]=1.Br[CH:15]([C:20]1[CH:25]=[CH:24][C:23]([O:26][C:27]2[CH:32]=[CH:31][C:30]([C:33]#[N:34])=[CH:29][CH:28]=2)=[CH:22][CH:21]=1)[C:16]([O:18][CH3:19])=[O:17]>C1C=CC=CC=1.O>[Cl:6][C:7]1[CH:12]=[CH:11][C:10]([O:13][CH:15]([C:20]2[CH:25]=[CH:24][C:23]([O:26][C:27]3[CH:32]=[CH:31][C:30]([C:33]#[N:34])=[CH:29][CH:28]=3)=[CH:22][CH:21]=2)[C:16]([O:18][CH3:19])=[O:17])=[CH:9][CH:8]=1 |f:1.2|. Procedure details: To a solution of 40 ml of methanol, 1.19 g of sodium methoxide and 3.21 g of p-chlorophenol is added 7.4 g of methyl α-bromo-α-[p-(p-cyanophenoxy)phenyl]acetate in 15 ml of benzene. The mixture is refluxed for 20 hours, poured into ice and water, and extracted with ether. The ether extracts are washed with 10% potassium carbonate and with water. Drying over magnesium sulfate and removal of the solvent under vacuum gives a tan oil. Filtration once through silica gel with chloroform as solvent giv...